From a dataset of the Open Reaction Database (ORD), a public repository of structured organic reaction records. describe an organic reaction: reactants, conditions, products, and yield The reactants are OC=1C=C(C(=O)OC)C=C(C1)OC(C)C (methyl 3-hydroxy-5-[(1-methylethyl)oxy]benzoate), N1(CCC1)C(=O)C1=NC=C(C=C1)Br (2-(azetidin-1-ylcarbonyl)-5-bromopyridine), C([O-])([O-])=O.[Cs+].[Cs+] (cesium carbonate). The reagents and catalysts are C1=CC=C(C=C1)P(C2=CC=CC=C2)C3=CC=CC=C3.C1=CC=C(C=C1)P(C2=CC=CC=C2)C3=CC=CC=C3.C1=CC=C(C=C1)P(C2=CC=CC=C2)C3=CC=CC=C3.[Cu]Br (bromotris(triphenylphosphine)copper(I)). Run in O (water), CC(=O)N(C)C (DMA). Conditions: temperature 160 celsius, time 6 hour. Yields the product N1(CCC1)C(=O)C1=CC=C(C=N1)OC=1C=C(C(=O)O)C=C(C1)OC(C)C (3-{[6-(Azetidin-1-ylcarbonyl)pyridin-3-yl]oxy}-5-[(1-methylethyl)oxy]benzoic acid). Isolated yield 74.4%. As a reaction SMILES: [OH:1][C:2]1[CH:3]=[C:4]([CH:9]=[C:10]([O:12][CH:13]([CH3:15])[CH3:14])[CH:11]=1)[C:5]([O:7]C)=[O:6].[N:16]1([C:20]([C:22]2[CH:27]=[CH:26][C:25](Br)=[CH:24][N:23]=2)=[O:21])[CH2:19][CH2:18][CH2:17]1.C(=O)([O-])[O-].[Cs+].[Cs+]>CC(N(C)C)=O.O.C1C=CC(P(C2C=CC=CC=2)C2C=CC=CC=2)=CC=1.C1C=CC(P(C2C=CC=CC=2)C2C=CC=CC=2)=CC=1.C1C=CC(P(C2C=CC=CC=2)C2C=CC=CC=2)=CC=1.[Cu]Br>[N:16]1([C:20]([C:22]2[N:23]=[CH:24][C:25]([O:1][C:2]3[CH:3]=[C:4]([CH:9]=[C:10]([O:12][CH:13]([CH3:15])[CH3:14])[CH:11]=3)[C:5]([OH:7])=[O:6])=[CH:26][CH:27]=2)=[O:21])[CH2:19][CH2:18][CH2:17]1 |f:2.3.4,7.8.9.10|. Procedure: A mixture of methyl 3-hydroxy-5-[(1-methylethyl)oxy]benzoate (0.84 g, 4 mmol), 2-(azetidin-1-ylcarbonyl)-5-bromopyridine (1.16 g, 4.8 mmol), cesium carbonate (3.92 g, 1.2 mmol) and bromotris(triphenylphosphine)copper(I) (744 mg, 0.8 mmol) in DMA (20 mL) was stirred in a microwave reactor at 160° C. for 6 hours. The mixture was diluted with water (100 mL), washed with ethyl acetate (2×20 mL) and the aqueous layer filtered then acidified with 2N hydrochloric acid. The acidic layer was extracted wi... Reactants: S1C(=CC2=C1C=CC=C2)C(C(=O)O)C(C)C (2-(2-benzothienyl)-3-methylbutanoic acid), O(C1=CC=CC=C1)C=1C=C(CBr)C=CC1 (3-phenoxybenzyl bromide), C(=O)([O-])[O-].[K+].[K+] (K2CO3). Run in C1CCOC1.CN(C)P(=O)(N(C)C)N(C)C (THF HMPA), CCOCC (ether). Conditions: time 8 hour. Yields the product S1C(=CC2=C1C=CC=C2)C(C(=O)OCC2=CC(=CC=C2)OC2=CC=CC=C2)C(C)C (3-phenoxybenzyl 2-(2benzothienyl)-3-methylbutanoate). As a reaction SMILES: [S:1]1[C:5]2[CH:6]=[CH:7][CH:8]=[CH:9][C:4]=2[CH:3]=[C:2]1[CH:10]([CH:14]([CH3:16])[CH3:15])[C:11]([OH:13])=[O:12].[O:17]([C:24]1[CH:25]=[C:26]([CH:29]=[CH:30][CH:31]=1)[CH2:27]Br)[C:18]1[CH:23]=[CH:22][CH:21]=[CH:20][CH:19]=1.C([O-])([O-])=O.[K+].[K+]>C1COCC1.CN(P(N(C)C)(N(C)C)=O)C.CCOCC>[S:1]1[C:5]2[CH:6]=[CH:7][CH:8]=[CH:9][C:4]=2[CH:3]=[C:2]1[CH:10]([CH:14]([CH3:16])[CH3:15])[C:11]([O:13][CH2:27][C:26]1[CH:29]=[CH:30][CH:31]=[C:24]([O:17][C:18]2[CH:23]=[CH:22][CH:21]=[CH:20][CH:19]=2)[CH:25]=1)=[O:12] |f:2.3.4,5.6|. Procedure details: A mixture of 2-(2-benzothienyl)-3-methylbutanoic acid (1 g, 4.3 mmol), 3-phenoxybenzyl bromide (1.1 g, 4.3 mmol) and K2CO3 (8.6 mmol) in 25 ml of THF/HMPA (1:1) is stirred overnight. The reaction is worked up by diluting with ether, washing with water, drying over Na2SO4, and solvent removed to yield 3-phenoxybenzyl 2-(2benzothienyl)-3-methylbutanoate which can be further purified by preparing thin layer chromatography eluting with 5 percent ether/hexane. Reactants: C(#N)C1=NC=CC2=C1N=CN2C2=CC=C(C=C2)NC(=O)NC2=CC(=CC(=C2)C(F)(F)F)CN2CCN(CC2)C (1-[4-(4-cyano-imidazo[4,5-c]pyridin-1-yl)phenyl]-3-[3-(4-methylpiperazin-1-ylmethyl)-5-(trifluoromethyl)phenyl]urea), OO (hydrogen peroxide), C([O-])([O-])=O.[K+].[K+] (potassium carbonate). Run in CS(=O)C (dimethyl sulfoxide). Conditions: temperature 50 celsius, time 1 hour. Yields the product CN1CCN(CC1)CC=1C=C(C=C(C1)C(F)(F)F)NC(NC1=CC=C(C=C1)N1C=NC=2C(=NC=CC21)C(=O)N)=O (1-(4-{3-[3-(4-methylpiperazin-1-ylmethyl)-5-(trifluoromethyl)phenyl]ureido}-phenyl)-1H-imidazo[4,5-c]pyridine-4-carboxamide). Yield: 49.1%. As a reaction SMILES: [C:1]([C:3]1[C:8]2[N:9]=[CH:10][N:11]([C:12]3[CH:17]=[CH:16][C:15]([NH:18][C:19]([NH:21][C:22]4[CH:27]=[C:26]([C:28]([F:31])([F:30])[F:29])[CH:25]=[C:24]([CH2:32][N:33]5[CH2:38][CH2:37][N:36]([CH3:39])[CH2:35][CH2:34]5)[CH:23]=4)=[O:20])=[CH:14][CH:13]=3)[C:7]=2[CH:6]=[CH:5][N:4]=1)#[N:2].OO.C(=O)([O-])[O-:43].[K+].[K+]>CS(C)=O>[CH3:39][N:36]1[CH2:35][CH2:34][N:33]([CH2:32][C:24]2[CH:23]=[C:22]([NH:21][C:19](=[O:20])[NH:18][C:15]3[CH:16]=[CH:17][C:12]([N:11]4[C:7]5[CH:6]=[CH:5][N:4]=[C:3]([C:1]([NH2:2])=[O:43])[C:8]=5[N:9]=[CH:10]4)=[CH:13][CH:14]=3)[CH:27]=[C:26]([C:28]([F:30])([F:29])[F:31])[CH:25]=2)[CH2:38][CH2:37]1 |f:2.3.4|. Reported procedure: In 1 mL of dimethyl sulfoxide, 40 mg (0.07 mmol) of 1-[4-(4-cyano-imidazo[4,5-c]pyridin-1-yl)phenyl]-3-[3-(4-methylpiperazin-1-ylmethyl)-5-(trifluoromethyl)phenyl]urea was dissolved, and 40 μL (0.35 mmol) of a 30% hydrogen peroxide aqueous solution and 21 mg (0.15 mmol) of potassium carbonate were added thereto and the mixture solution was stirred at 50° C. for one hour. The reaction solution was partitioned between ethyl acetate and water, and the organic layer was washed with water and a satur... Starting materials: COCOC1=C(C=CC(=C1)OCOC)C=1NC2=CC(=CC=C2C1C1CCCCC1)C(=O)OC (methyl 2-(2,4-bismethoxymethoxyphenyl)-3-cyclohexyl-1H-indole-6-carboxylate), [H-].[Na+] (sodium hydride), BrCCOC1OCCCC1 (2-(2-bromoethoxy)tetrahydro-2H-pyran), C(O)([O-])=O.[Na+] (sodium hydrogen carbonate). The solvent is CN(C=O)C (N,N-dimethylformamide). Run at time 20 minute. Product: COCOC1=C(C=CC(=C1)OCOC)C=1N(C2=CC(=CC=C2C1C1CCCCC1)C(=O)OC)CCOC1OCCCC1 (methyl 2-(2,4-bismethoxymethoxyphenyl)-3-cyclohexyl-1-[2-(tetrahydropyran-2-yloxy)ethyl]-1H-indole-6-carboxylate), crude product. Reaction SMILES: [CH3:1][O:2][CH2:3][O:4][C:5]1[CH:10]=[C:9]([O:11][CH2:12][O:13][CH3:14])[CH:8]=[CH:7][C:6]=1[C:15]1[NH:16][C:17]2[C:22]([C:23]=1[CH:24]1[CH2:29][CH2:28][CH2:27][CH2:26][CH2:25]1)=[CH:21][CH:20]=[C:19]([C:30]([O:32][CH3:33])=[O:31])[CH:18]=2.[H-].[Na+].Br[CH2:37][CH2:38][O:39][CH:40]1[CH2:45][CH2:44][CH2:43][CH2:42][O:41]1.C(=O)([O-])O.[Na+]>CN(C)C=O>[CH3:1][O:2][CH2:3][O:4][C:5]1[CH:10]=[C:9]([O:11][CH2:12][O:13][CH3:14])[CH:8]=[CH:7][C:6]=1[C:15]1[N:16]([CH2:37][CH2:38][O:39][CH:40]2[CH2:45][CH2:44][CH2:43][CH2:42][O:41]2)[C:17]2[C:22]([C:23]=1[CH:24]1[CH2:25][CH2:26][CH2:27][CH2:28][CH2:29]1)=[CH:21][CH:20]=[C:19]([C:30]([O:32][CH3:33])=[O:31])[CH:18]=2 |f:1.2,4.5|. Reported procedure: To a solution of methyl 2-(2,4-bismethoxymethoxyphenyl)-3-cyclohexyl-1H-indole-6-carboxylate (16.9 g, 37.3 mmol) in N,N-dimethylformamide (120 ml) was added sodium hydride (2.1 g, 52.2 mmol) under ice-cooling, and the mixture was stirred for 20 min. To the reaction mixture was added 2-(2-bromoethoxy)tetrahydro-2H-pyran (8.5 ml, 55.9 mmol), and the mixture was stirred at room temperature for 4 hr. To the reaction mixture was added saturated aqueous sodium hydrogen carbonate solution and the mixtu... The reactants are O=C([O-])[O-], Fc1ccc(C(CCCCCl)c2n[nH]c(Nc3cc(F)c(-n4cnc(Cl)c4)c(F)c3)n2)cc1, [I-], [K+], [K+], [K+], CN(C)C=O. Product: Fc1ccc(C2CCCCn3nc(Nc4cc(F)c(-n5cnc(Cl)c5)c(F)c4)nc32)cc1. As a reaction SMILES: [C:34](=[O:35])([O-:36])[O-:37].[Cl:1][CH2:2][CH2:3][CH2:4][CH2:5][CH:6]([c:7]1[cH:8][cH:9][c:10]([F:13])[cH:11][cH:12]1)[c:14]1[n:15][nH:16][c:17]([NH:19][c:20]2[cH:21][c:22]([F:33])[c:23](-[n:27]3[cH:28][n:29][c:30]([Cl:32])[cH:31]3)[c:24]([F:26])[cH:25]2)[n:18]1.[I-:41].[K+:38].[K+:39].[K+:40].[O:42]=[CH:43][N:44]([CH3:45])[CH3:46]>>[CH2:2]1[CH2:3][CH2:4][CH2:5][CH:6]([c:7]2[cH:8][cH:9][c:10]([F:13])[cH:11][cH:12]2)[c:14]2[n:15]1[n:16][c:17]([NH:19][c:20]1[cH:21][c:22]([F:33])[c:23](-[n:27]3[cH:28][n:29][c:30]([Cl:32])[cH:31]3)[c:24]([F:26])[cH:25]1)[n:18]2. Reactants: CS(C)=O, O=S(=O)(Nc1ccccc1)c1ccc2ccnc(Cl)c2c1, Cl, [H-], N=C(N)N, [Na+]. Yields the product N=C(N)Nc1nccc2ccc(S(=O)(=O)Nc3ccccc3)cc12. As a reaction SMILES: [CH3:29][S:30]([CH3:31])=[O:32].[Cl:8][c:9]1[n:10][cH:11][cH:12][c:13]2[cH:14][cH:15][c:16]([S:19]([NH:20][c:21]3[cH:22][cH:23][cH:24][cH:25][cH:26]3)(=[O:27])=[O:28])[cH:17][c:18]12.[ClH:1].[H-:6].[NH2:2][C:3](=[NH:4])[NH2:5].[Na+:7]>>[NH:2]=[C:3]([NH:4][c:9]1[n:10][cH:11][cH:12][c:13]2[cH:14][cH:15][c:16]([S:19]([NH:20][c:21]3[cH:22][cH:23][cH:24][cH:25][cH:26]3)(=[O:27])=[O:28])[cH:17][c:18]12)[NH2:5]. Starting materials: Cl (hydrogen chloride), CC=1C=2CC3C(=NC2C=CC1)NC(N3)=O (8-methyl-1,3,9,9a-tetrahydro-2H-imidazo[4,5-b]quinolin-2-one), II (iodine), C(C)OCC (diethyl ether). The product is Cl.CC=1C=2C=C3C(=NC2C=CC1)NC(N3)=O (8-methyl-1,3-dihydro-2H-imidazo[4,5-b]quinolin-2-one hydrochloride). Yield: 72.0%. Reaction SMILES: [CH3:1][C:2]1[C:3]2[CH2:4][CH:5]3[NH:14][C:13](=[O:15])[NH:12][C:6]3=[N:7][C:8]=2[CH:9]=[CH:10][CH:11]=1.II.C(OCC)C.[ClH:23]>>[ClH:23].[CH3:1][C:2]1[C:3]2[CH:4]=[C:5]3[NH:14][C:13](=[O:15])[NH:12][C:6]3=[N:7][C:8]=2[CH:9]=[CH:10][CH:11]=1 |f:4.5|. Procedure: If desired, acid addition salts of the Formula I products can be prepared by acidifying the residual material in an appropriate solvent. For instance, treating 8-methyl-1,3,9,9a-tetrahydro-2H-imidazo[4,5-b]quinolin-2-one with iodine as above and dissolving the insoluble product in a 10% methanolic hydrogen chloride solution followed by addition of diethyl ether provided a 72% yield of 8-methyl-1,3-dihydro-2H-imidazo[4,5-b]quinolin-2-one hydrochloride, m.p. 360°-363° C. Reactants: Cl, O=C(O)Cc1cc(F)cc(F)c1, CC(N)C(=O)C1(N)C(=O)N(CC2CC2)c2ccccc2N(CC2CC2)C1=O. The product is CC(NC(=O)Cc1cc(F)cc(F)c1)C(=O)C1(N)C(=O)N(CC2CC2)c2ccccc2N(CC2CC2)C1=O. As a reaction SMILES: [ClH:13].[F:1][c:2]1[cH:3][c:4]([CH2:9][C:10](=[O:11])[OH:12])[cH:5][c:6]([F:8])[cH:7]1.[NH2:14][CH:15]([CH3:16])[C:17](=[O:18])[C:19]1([NH2:40])[C:20](=[O:39])[N:21]([CH2:35][CH:36]2[CH2:37][CH2:38]2)[c:22]2[c:23]([cH:31][cH:32][cH:33][cH:34]2)[N:24]([CH2:27][CH:28]2[CH2:29][CH2:30]2)[C:25]1=[O:26]>>[F:1][c:2]1[cH:3][c:4]([CH2:9][C:10](=[O:12])[NH:14][CH:15]([CH3:16])[C:17](=[O:18])[C:19]2([NH2:40])[C:20](=[O:39])[N:21]([CH2:35][CH:36]3[CH2:37][CH2:38]3)[c:22]3[c:23]([cH:31][cH:32][cH:33][cH:34]3)[N:24]([CH2:27][CH:28]3[CH2:29][CH2:30]3)[C:25]2=[O:26])[cH:5][c:6]([F:8])[cH:7]1. The solvent is ClCCl (dichloromethane). Yields the product CC1=CC(=CC(=N1)C1=CC(=NC=C1)C=1C=C(C=CC1)S(=O)(=O)N)C1=CC=C(C=C1)C(F)(F)F (3-[6-Methyl-4-(4-trifluoromethyl-phenyl)-[2,4′]bipyridinyl-2′-yl]-benzenesulfonamide). RXN SMILES: C([NH:5][S:6]([C:9]1[CH:14]=[CH:13][CH:12]=[C:11]([C:15]2[CH:20]=[C:19]([C:21]3[CH:26]=[C:25]([C:27]4[CH:32]=[CH:31][C:30]([C:33]([F:36])([F:35])[F:34])=[CH:29][CH:28]=4)[CH:24]=[C:23]([CH3:37])[N:22]=3)[CH:18]=[CH:17][N:16]=2)[CH:10]=1)(=[O:8])=[O:7])(C)(C)C.C(O)(C(F)(F)F)=O>ClCCl>[CH3:37][C:23]1[N:22]=[C:21]([C:19]2[CH:18]=[CH:17][N:16]=[C:15]([C:11]3[CH:10]=[C:9]([S:6]([NH2:5])(=[O:8])=[O:7])[CH:14]=[CH:13][CH:12]=3)[CH:20]=2)[CH:26]=[C:25]([C:27]2[CH:32]=[CH:31][C:30]([C:33]([F:36])([F:34])[F:35])=[CH:29][CH:28]=2)[CH:24]=1. Procedure details: To a stirred and cooled suspension of N-tert-butyl-3-[6-methyl-4-(4-trifluoromethylphenyl)-[2,4′]bipyridinyl-2′-yl]-benzenesulfonamide (example 287) (0.239 g, 0.455 mmol) in dichloromethane (1.5 mL) was added TFA (10 mL) and the reaction mixture was allowed to stir at room temperature for 16 h. The mixture was evaporated to dryness and saturated NaHCO3 solution (5 mL), diethyl ether and heptane were added. The mixture was stirred at room temperature for 1 h, the precipitate was collected by filt... Isolated yield 93.6%. Starting materials: C(C)(C)(C)NS(=O)(=O)C1=CC(=CC=C1)C1=NC=CC(=C1)C1=NC(=CC(=C1)C1=CC=C(C=C1)C(F)(F)F)C (N-tert-butyl-3-[6-methyl-4-(4-trifluoromethylphenyl)-[2,4′]bipyridinyl-2′-yl]-benzenesulfonamide), C(=O)(C(F)(F)F)O (TFA).